The task is: describe an organic reaction: reactants, conditions, products, and yield. This data is from the Open Reaction Database (ORD), a public repository of structured organic reaction records. Starting materials: C(C)(C)(C)OC(N[C@H](COC1=CC(=C(C=C1)C=O)C=1C=C2C(=NNC2=CC1)C)CC1=CC=CC=C1)=O ((1S)-{1-Benzyl-2-[4-formyl-3-(3-methyl-1H-indazol-5-yl)-phenoxy]-ethyl}-carbamic acid tert-butyl ester), [BH4-].[Na+] (NaBH4). Solvent: O (water), CCO (EtOH). Conditions: time 30 minute. Yields the product C(C)(C)(C)OC(N[C@H](COC1=CC(=C(C=C1)CO)C=1C=C2C(=NNC2=CC1)C)CC1=CC=CC=C1)=O ((1S)-{1-Benzyl-2-[4-hydroxymethyl-3-(3-methyl-1H-indazol-5-yl)-phenoxy]-ethyl}-carbamic acid tert-butyl ester). The yield is 66.9%. As a reaction SMILES: [C:1]([O:5][C:6](=[O:36])[NH:7][C@@H:8]([CH2:29][C:30]1[CH:35]=[CH:34][CH:33]=[CH:32][CH:31]=1)[CH2:9][O:10][C:11]1[CH:16]=[CH:15][C:14]([CH:17]=[O:18])=[C:13]([C:19]2[CH:20]=[C:21]3[C:25](=[CH:26][CH:27]=2)[NH:24][N:23]=[C:22]3[CH3:28])[CH:12]=1)([CH3:4])([CH3:3])[CH3:2].[BH4-].[Na+]>CCO.O>[C:1]([O:5][C:6](=[O:36])[NH:7][C@@H:8]([CH2:29][C:30]1[CH:35]=[CH:34][CH:33]=[CH:32][CH:31]=1)[CH2:9][O:10][C:11]1[CH:16]=[CH:15][C:14]([CH2:17][OH:18])=[C:13]([C:19]2[CH:20]=[C:21]3[C:25](=[CH:26][CH:27]=2)[NH:24][N:23]=[C:22]3[CH3:28])[CH:12]=1)([CH3:4])([CH3:2])[CH3:3] |f:1.2|. Reported procedure: A solution of Example 247B (225 mg; 0.46 mmol) in EtOH (4 mL) was treated portionwise with NaBH4 (26 mg; 0.70 mmol) and stirred for 30 min., diluted with water, and extracted into EtOAc. The extracts were rinsed with brine, dried (MgSO4), concentrated, and purified by flash chromatography (60% EtOAc/hexane) to provide the desired product (150 mg; 66%).